Dataset: the Open Reaction Database (ORD), a public repository of structured organic reaction records. Task: describe an organic reaction: reactants, conditions, products, and yield The reactants are CC(C)(C)[O-].[K+] (t-BuOK), C1(=CC=CC=C1)C(C)C(=O)C1CCCCC1 (cyclohexyl 1-phenylethyl ketone), alkyl bromide, C1CCOC1 (THF), C1CCOC1 (THF), C1CCOC1 (THF). Yields the product C1(=CC=CC=C1)C1(CCCC(C1)C(C=CCC)=O)C (2-phenyl-2-methyl-4-pentenoyl cyclohexane). Yield: 91.6%. RXN SMILES: [CH3:1][C:2]([O-])(C)[CH3:3].[K+].[C:7]1([CH:13]([C:15]([CH:17]2[CH2:22][CH2:21][CH2:20][CH2:19][CH2:18]2)=O)[CH3:14])[CH:12]=[CH:11][CH:10]=[CH:9][CH:8]=1.C1C[O:26]CC1>>[C:7]1([C:13]2([CH3:14])[CH2:15][CH:17]([C:22](=[O:26])[CH:21]=[CH:20][CH2:19][CH3:18])[CH2:3][CH2:2][CH2:1]2)[CH:8]=[CH:9][CH:10]=[CH:11][CH:12]=1 |f:0.1|. Procedure: A solution of 31.39 g (0.2797 mol) of t-BuOK in 100 mL of THF was added dropwise to a solution of 55.00 g (0.2543 mol) of cyclohexyl 1-phenylethyl ketone and 26.4 mL (0.3052 mol) of alkyl bromide in 136 mL of THF (cooled in a wet ice acetone bath). THF washings (16 mL) were added to the reaction mixture. The cooling bath was removed after addition. After reaction completion (2 h), the reaction mixture was quenched with 300 mL of 1 N HCl (pH=0) and extracted with 300 mL of heptane. The heptane ex... The reactants are C(=C)C1=CC2=CC=CC=C2C=C1 (2-vinylnaphthalene), CC1=CC(=CC2=CC=CC=C12)C=C (4-methyl-2-vinylnaphthalene), COC1=CC(=CC2=CC=CC=C12)C=C (4-methoxy-2-vinylnaphthalene), CC1=C(C=CC2=CC=CC=C12)C=C (α-methyl-2-vinylnaphthalene), CC1(CC2=CC=CC=C2C=C1)C=C (β-methyl-2-vinylnaphthalene). Product: C(=C)C1=CC=CC2=CC=CC=C12 (Vinylnaphthalene). RXN SMILES: C([C:3]1[CH:12]=[CH:11][C:10]2[C:5](=[CH:6][CH:7]=[CH:8][CH:9]=2)[CH:4]=1)=C.[CH3:13][C:14]1C2C(=CC=CC=2)C=CC=1C=C.CC1(C=C)C=CC2C(=CC=CC=2)C1.CC1C2C(=CC=CC=2)C=C(C=C)C=1.COC1C2C(=CC=CC=2)C=C(C=C)C=1>>[CH:13]([C:6]1[C:5]2[C:10](=[CH:11][CH:12]=[CH:3][CH:4]=2)[CH:9]=[CH:8][CH:7]=1)=[CH2:14]. Procedure: 2-vinylnaphthalene, α-methyl-2-vinylnaphthalene, β-methyl-2-vinylnaphthalene, 4-methyl-2-vinylnaphthalene, 4-methoxy-2-vinylnaphthalene, etc.; Starting materials: Teflon, FC=1C=CC=2N(C1)C(=C(N2)C2=CC=C(C=C2)F)C(O)C=2N(C=CN2)C ((6-fluoro-2-(4-fluorophenyl)imidazo[1,2-a]pyridin-3-yl)(1-methyl-1H-imidazol-2-yl)methanol), P2I4. The solvent is C(Cl)Cl (CH2Cl2). Run at temperature 40 celsius. Yields the product FC=1C=CC=2N(C1)C(=C(N2)C2=CC=C(C=C2)F)CC=2N(C=CN2)C (6-fluoro-2-(4-fluorophenyl)-3-((1-methyl-1H-imidazol-2-yl)methyl)imidazo[1,2-a]pyridine). Yield: 53.0%. Reaction SMILES: [F:1][C:2]1[CH:3]=[CH:4][C:5]2[N:6]([C:8]([CH:18]([C:20]3[N:21]([CH3:25])[CH:22]=[CH:23][N:24]=3)O)=[C:9]([C:11]3[CH:16]=[CH:15][C:14]([F:17])=[CH:13][CH:12]=3)[N:10]=2)[CH:7]=1>C(Cl)Cl>[F:1][C:2]1[CH:3]=[CH:4][C:5]2[N:6]([C:8]([CH2:18][C:20]3[N:21]([CH3:25])[CH:22]=[CH:23][N:24]=3)=[C:9]([C:11]3[CH:12]=[CH:13][C:14]([F:17])=[CH:15][CH:16]=3)[N:10]=2)[CH:7]=1. Procedure details: A Teflon-capped high-pressure glass bottle was charged with (6-fluoro-2-(4-fluorophenyl)imidazo[1,2-a]pyridin-3-yl)(1-methyl-1H-imidazol-2-yl)methanol (2.2 g, 6.4 mmoles, 1.0 eq.), dry CH2Cl2 (60 ml) and solid P2I4 (7.3 g, 12.9 mmoles, 2.0 eq.). The bottle was flushed with N2 and heated at 40° C. for 60 hours. The reaction was quenched with NaHCO3 (200 ml, 1.0 M in water), extracted (3×200 ml CH2Cl2), the organic layer was dried with MgSO4 and concentrated on rotary evaporator. The crude residue... Reactants: BrC=1C=C2C(CC3(CCN(CC3)C(=O)OC(C)(C)C)OC2=CC1)=O (tert-butyl 6-bromo-4-oxospiro[chroman-2,4′-piperidine]-1′-carboxylate), N1CCCC1 (pyrrolidine). Reagents/catalysts: [C-]#N.[C-]#N.[Zn+2] (Zn(CN)2), C=1C=CC(=CC1)[P](C=2C=CC=CC2)(C=3C=CC=CC3)[Pd]([P](C=4C=CC=CC4)(C=5C=CC=CC5)C=6C=CC=CC6)([P](C=7C=CC=CC7)(C=8C=CC=CC8)C=9C=CC=CC9)[P](C=1C=CC=CC1)(C=1C=CC=CC1)C=1C=CC=CC1 (Pd(PPh3)4). Solvent: CN(C)C=O (DMF). Reaction conditions: temperature 90 celsius, time 1 hour. The product is C(#N)C=1C=C2C(CC3(CCN(CC3)C(=O)OC(C)(C)C)OC2=CC1)=O (tert-butyl 6-cyano-4-oxospiro[chroman-2,4′-piperidine]-1′-carboxylate). RXN SMILES: [NH:1]1[CH2:5][CH2:4][CH2:3][CH2:2]1.BrC1[CH:8]=[C:9]2[C:26](=CC=1)[O:25][C:12]1([CH2:17][CH2:16][N:15]([C:18]([O:20][C:21]([CH3:24])([CH3:23])[CH3:22])=[O:19])[CH2:14][CH2:13]1)[CH2:11][C:10]2=[O:29]>[C-]#N.[C-]#N.[Zn+2].C1C=CC([P]([Pd]([P](C2C=CC=CC=2)(C2C=CC=CC=2)C2C=CC=CC=2)([P](C2C=CC=CC=2)(C2C=CC=CC=2)C2C=CC=CC=2)[P](C2C=CC=CC=2)(C2C=CC=CC=2)C2C=CC=CC=2)(C2C=CC=CC=2)C2C=CC=CC=2)=CC=1.CN(C=O)C>[C:5]([C:4]1[CH:3]=[C:2]2[C:26](=[CH:9][CH:8]=1)[O:25][C:12]1([CH2:13][CH2:14][N:15]([C:18]([O:20][C:21]([CH3:23])([CH3:24])[CH3:22])=[O:19])[CH2:16][CH2:17]1)[CH2:11][C:10]2=[O:29])#[N:1] |f:2.3.4,^1:38,40,59,78|. Procedure details: A mixture of 5-bromo-2-hydroxyacetophenone (104.35 g, 485.26 mmol), N-Boc-piperidin-4-one (98.62 g, 494.96 mmol), 20 mL of pyrrolidine (17.26 g, 242.63 mmol) and 261 mL of MeOH was heated under reflux until the reaction was complete. The mixture was cooled, then 87 mL of H2O were added, and the mixture was filtered and dried to give tert-butyl 6-bromo-4-oxospiro[chroman-2,4′-piperidine]-1′-carboxylate. Alternatively, 10 mL of pyrrolidine (121.31 mmol) may be used in this procedure. To a solution...